Dataset: the Open Reaction Database (ORD), a public repository of structured organic reaction records. Task: describe an organic reaction: reactants, conditions, products, and yield The reactants are CP 6055, O=C=NC1CC(CN=C=O)(CC(C1)(C)C)C (IPDI), C(CCCCCCCCCCC)(=O)[O-].C(CCCCCCCCCCC)(=O)[O-].C(CCC)[Sn+2]CCCC (dibutyltin dilaurate), C(C(=C)C)(=O)OCCO (hydroxyethyl methacrylate), C(C)(C)(C)C1=C(C(=CC(=C1)C)C(C)(C)C)O (2,6-di-tert-butyl-4-methyl-phenol). Yields the product C(C(=C)C)(=O)O.NC(=O)OCC (Urethane Methacrylate). Reaction SMILES: [C:1]([O:6]CCO)(=[O:5])[C:2]([CH3:4])=[CH2:3].C([C:14]1C=C(C)C=C(C(C)(C)C)[C:15]=1[OH:25])(C)(C)C.[O:26]=[C:27]=[N:28]C1CC(C)(C)CC(C)(CN=C=O)C1.C([O-])(=O)CCCCCCCCCCC.C([O-])(=O)CCCCCCCCCCC.C([Sn+2]CCCC)CCC>>[C:1]([OH:6])(=[O:5])[C:2]([CH3:4])=[CH2:3].[NH2:28][C:27]([O:25][CH2:15][CH3:14])=[O:26] |f:3.4.5,6.7|. Procedure: 0.2 mol of ®Voranol CP 6055 (DOW), 0.4 mol of hydroxyethyl methacrylate (HEMA), 500 ppm of 2,6-di-tert-butyl-4-methyl-phenol, based on the predicted amount of the final product, 0.46 mol of IPDI (isophorone diisocyanate) and 2*10−3 mol of dibutyltin dilaurate (DBTDL) are used as initial charge in a round-bottomed flask with reflux condenser, thermometer, stirrer, and dropping funnel, and are stirred at room temperature for one hour. The temperature of the mixture is then raised continuously to 8... Starting materials: C(C1=CC=CC=C1)OC1=CC(=C(C[C@H]2C(N(CC2)[C@@H]2CC[C@H](CC2)O)=O)C(=C1)Cl)Cl ((R)-3-(4-Benzyloxy-2,6-dichloro-benzyl)-trans-1-(4-hydroxy-cyclohexyl)-pyrrolidin-2-one), N1C=NC=C1 (imidazole), C(C)(C)[Si](C(C)C)(C(C)C)Cl (triisopropylsilylchloride). Run in CN(C)C=O (DMF). Product: C(C1=CC=CC=C1)OC1=CC(=C(C[C@H]2C(N(CC2)[C@@H]2CC[C@H](CC2)O[Si](C(C)C)(C(C)C)C(C)C)=O)C(=C1)Cl)Cl ((R)-3-(4-Benzyloxy-2,6-dichloro-benzyl)-trans-1-(4-triisopropylsilanyloxy-cyclohexyl)-pyrrolidin-2-one). Reaction SMILES: [CH2:1]([O:8][C:9]1[CH:28]=[C:27]([Cl:29])[C:12]([CH2:13][C@@H:14]2[CH2:18][CH2:17][N:16]([C@H:19]3[CH2:24][CH2:23][C@H:22]([OH:25])[CH2:21][CH2:20]3)[C:15]2=[O:26])=[C:11]([Cl:30])[CH:10]=1)[C:2]1[CH:7]=[CH:6][CH:5]=[CH:4][CH:3]=1.N1C=CN=C1.[CH:36]([Si:39](Cl)([CH:43]([CH3:45])[CH3:44])[CH:40]([CH3:42])[CH3:41])([CH3:38])[CH3:37]>CN(C=O)C>[CH2:1]([O:8][C:9]1[CH:10]=[C:11]([Cl:30])[C:12]([CH2:13][C@@H:14]2[CH2:18][CH2:17][N:16]([C@H:19]3[CH2:20][CH2:21][C@H:22]([O:25][Si:39]([CH:43]([CH3:45])[CH3:44])([CH:40]([CH3:42])[CH3:41])[CH:36]([CH3:38])[CH3:37])[CH2:23][CH2:24]3)[C:15]2=[O:26])=[C:27]([Cl:29])[CH:28]=1)[C:2]1[CH:3]=[CH:4][CH:5]=[CH:6][CH:7]=1. Procedure: Mix (R)-3-(4-Benzyloxy-2,6-dichloro-benzyl)-trans-1-(4-hydroxy-cyclohexyl)-pyrrolidin-2-one (Preparation 16) (1.37 g, 3.07 mmol) and imidazole (0.527 g, 68.08 mmol) in 10 ml of dry DMF. Add triisopropylsilylchloride (0.81 ml, 3.07 mmol) dropwise and stir at room temperature for 5 hours. Quench with 1N HCl and extract with ethyl acetate. Wash the extract with NaHCO3 and brine. Dry over magnesium sulfate, filter, and concentrate. After flash column chromatography, receive 1.83 g (99%) of the title... The reactants are C[C@@H](C#C)O ((S)-but-3-yn-2-ol), FC=1C(=C2/C(/C(NC2=CC1)=O)=C/C=1NC=CC1OC)I ((Z)-1,3-dihydro-5-fluoro-4-iodo-3-[(3-methoxy-1H-pyrrol-2-yl)methylene]-2H-indol-2-one), FC=1C(=C2/C(/C(NC2=CC1)=O)=C/C=1NC=CC1OC)I ((Z)-1,3-dihydro-5-fluoro-4-iodo-3-[(3-methoxy-1H-pyrrol-2-yl)methylene]-2H-indol-2-one). Reagents/catalysts: C=1C=CC(=CC1)[P](C=2C=CC=CC2)(C=3C=CC=CC3)[Pd]([P](C=4C=CC=CC4)(C=5C=CC=CC5)C=6C=CC=CC6)([P](C=7C=CC=CC7)(C=8C=CC=CC8)C=9C=CC=CC9)[P](C=1C=CC=CC1)(C=1C=CC=CC1)C=1C=CC=CC1 ((Ph3P)4Pd). Solvent: CN(C)C=O (DMF), CCN(CC)CC (Et3N), CCOC(=O)C (EtOAc). The product is FC=1C(=C2/C(/C(NC2=CC1)=O)=C/C=1NC=CC1OC)C#C[C@H](C)O ((S)-(Z)-1,3-Dihydro-5-fluoro-4-(3-hydroxy-1-butynyl)-3-[(3-methoxy-1H-pyrrol-2-yl)methylene]-2H-indol-2-one). RXN SMILES: [CH3:1][C@H:2]([OH:5])[C:3]#[CH:4].[F:6][C:7]1[C:8](I)=[C:9]2[C:13](=[CH:14][CH:15]=1)[NH:12][C:11](=[O:16])/[C:10]/2=[CH:17]\[C:18]1[NH:19][CH:20]=[CH:21][C:22]=1[O:23][CH3:24]>CN(C=O)C.CCN(CC)CC.CCOC(C)=O.C1C=CC([P]([Pd]([P](C2C=CC=CC=2)(C2C=CC=CC=2)C2C=CC=CC=2)([P](C2C=CC=CC=2)(C2C=CC=CC=2)C2C=CC=CC=2)[P](C2C=CC=CC=2)(C2C=CC=CC=2)C2C=CC=CC=2)(C2C=CC=CC=2)C2C=CC=CC=2)=CC=1>[F:6][C:7]1[C:8]([C:4]#[C:3][C@@H:2]([OH:5])[CH3:1])=[C:9]2[C:13](=[CH:14][CH:15]=1)[NH:12][C:11](=[O:16])/[C:10]/2=[CH:17]\[C:18]1[NH:19][CH:20]=[CH:21][C:22]=1[O:23][CH3:24] |^1:47,49,68,87|. Procedure details: Using Method C above, (S)-but-3-yn-2-ol (36 mg, 0.53 mmol) (Aldrich) was coupled with (Z)-1,3-dihydro-5-fluoro-4-iodo-3-[(3-methoxy-1H-pyrrol-2-yl)methylene]-2H-indol-2-one (50 mg, 0.13 mmol) (Starting Material 6) using (Ph3P)4Pd (15 mg, 0.01 mmol) and Cul (2 mg) in a mixture of DMF (3 mL) and Et3N (3 mL) as solvent at 80° C. for 5 hrs. Upon completion, the reaction mixture was diluted with EtOAc and extracted with H2O. The organic layer was dried over Na2SO4 and concentrated. (S)-(Z)-1,3-Dihydr... Reaction SMILES: [CH3:35][CH2:36][CH2:37][CH2:38][CH2:39][CH2:40][CH2:41][CH2:42][CH2:43][CH2:44][CH2:45][CH2:46][CH2:47][CH2:48][CH2:49][C:50]([OH:51])=[O:52].[CH:1]1([C:28]([CH3:29])([OH:30])[C:31]([CH3:32])([CH3:33])[CH3:34])[CH2:2][C:3]23[CH2:4][CH2:5][C:6]1([O:7][CH3:8])[CH:9]1[O:10][c:11]4[c:12]([OH:13])[cH:14][cH:15][c:16]5[c:23]4[C:22]21[CH2:21][CH2:20][N:19]([CH2:24][CH:25]1[CH2:26][CH2:27]1)[CH:18]3[CH2:17]5>>[CH3:35][CH2:36][CH2:37][CH2:38][CH2:39][CH2:40][CH2:41][CH2:42][CH2:43][CH2:44][CH2:45][CH2:46][CH2:47][CH2:48][CH2:49][C:50](=[O:51])[O-:52].[CH:1]1([C:28]([CH3:29])([OH:30])[C:31]([CH3:32])([CH3:33])[CH3:34])[CH2:2][C:3]23[CH2:4][CH2:5][C:6]1([O:7][CH3:8])[CH:9]1[O:10][c:11]4[c:12]([OH:13])[cH:14][cH:15][c:16]5[c:23]4[C:22]21[CH2:21][CH2:20][N:19]([CH2:24][CH:25]1[CH2:26][CH2:27]1)[CH:18]3[CH2:17]5. Reactants: CCCCCCCCCCCCCCCC(=O)O, COC12CCC3(CC1C(C)(O)C(C)(C)C)C1Cc4ccc(O)c5c4C3(CCN1CC1CC1)C2O5. The product is CCCCCCCCCCCCCCCC(=O)[O-], COC12CCC3(CC1C(C)(O)C(C)(C)C)C1Cc4ccc(O)c5c4C3(CCN1CC1CC1)C2O5.